Dataset: the Open Reaction Database (ORD), a public repository of structured organic reaction records. Task: describe an organic reaction: reactants, conditions, products, and yield The solvent is CO (methanol). Isolated yield 92.3%. Reactants: ClC=1C=C2C(C(=O)OC2=O)=CC1Cl (4,5-dichlorophthalic anhydride), C[O-].[Na+] (sodium methoxide). As a reaction SMILES: [Cl:1][C:2]1[CH:3]=[C:4]2[C:9](=[O:10])[O:8][C:6](=[O:7])[C:5]2=[CH:11][C:12]=1[Cl:13].[CH3:14][O-:15].[Na+]>CO>[C:6]([C:5]1[CH:11]=[C:12]([Cl:13])[C:2]([Cl:1])=[CH:3][C:4]=1[C:9]([OH:8])=[O:10])([O:15][CH3:14])=[O:7] |f:1.2|. Conditions: time 3 day. Product: C(=O)(OC)C1=C(C(=O)O)C=C(C(=C1)Cl)Cl (2-carbomethoxy 4,5-dichlorobenzoic acid). Procedure details: To a solution of 4,5-dichlorophthalic anhydride (1.0 g, 4.61 mmol) in 15 mL of methanol was added 0.25 g (9.22 mmol, 2.0 eq) of sodium methoxide. The suspension was stirred for 3 days and the methanol was removed in vacuo. The resultant white solid was suspended in 500 mL of CH2Cl2 and washed with 1N HCl. The organic phase was dried over anhydrous Na2SO4, filtered and the volatiles removed in vacuo to yield 1.06 g (92.5%) of the titled compound as a white powder. Reactants: COC(=O)Cc1ccccc1OCc1ccccc1OCc1nc(-c2ccccc2)oc1C, CO, Cl, [Na+], C1CCOC1, [OH-], O. Product: Cc1oc(-c2ccccc2)nc1COc1ccccc1COc1ccccc1CC(=O)O. Reaction SMILES: [CH3:1][c:2]1[c:3]([CH2:13][O:14][c:15]2[c:16]([CH2:17][O:18][c:19]3[c:20]([CH2:25][C:26](=[O:27])[O:28][CH3:29])[cH:21][cH:22][cH:23][cH:24]3)[cH:30][cH:31][cH:32][cH:33]2)[n:4][c:5](-[c:7]2[cH:8][cH:9][cH:10][cH:11][cH:12]2)[o:6]1.[CH3:43][OH:44].[ClH:41].[Na+:40].[O:34]1[CH2:35][CH2:36][CH2:37][CH2:38]1.[OH-:39].[OH2:42]>>[CH3:1][c:2]1[c:3]([CH2:13][O:14][c:15]2[c:16]([CH2:17][O:18][c:19]3[c:20]([CH2:25][C:26](=[O:27])[OH:28])[cH:21][cH:22][cH:23][cH:24]3)[cH:30][cH:31][cH:32][cH:33]2)[n:4][c:5](-[c:7]2[cH:8][cH:9][cH:10][cH:11][cH:12]2)[o:6]1. The reactants are C(=O)(OC)C1(CC2=CC=CC=C2C1)CSC(C)(C)C (2-carbomethoxy-2-(t-butyl)thiomethyl-indan), [OH-].[Li+] (lithium hydroxide). Solvent: CO (methanol). Reaction conditions: time 1 hour. Product: C(=O)(O)C1(CC2=CC=CC=C2C1)CSC(C)(C)C (2-carboxy-2-(t-butyl)thiomethyl-indan). Yield: 95.7%. Reaction SMILES: [C:1]([C:5]1([CH2:14][S:15][C:16]([CH3:19])([CH3:18])[CH3:17])[CH2:13][C:12]2[C:7](=[CH:8][CH:9]=[CH:10][CH:11]=2)[CH2:6]1)([O:3]C)=[O:2].[OH-].[Li+]>CO>[C:1]([C:5]1([CH2:14][S:15][C:16]([CH3:19])([CH3:18])[CH3:17])[CH2:13][C:12]2[C:7](=[CH:8][CH:9]=[CH:10][CH:11]=2)[CH2:6]1)([OH:3])=[O:2] |f:1.2|. Reported procedure: Dissolve 2-carbomethoxy-2-(t-butyl)thiomethyl-indan (557 mg, 2.0 mmol) in methanol (15 mL) and add 1N lithium hydroxide (3.5 mL). Warm briefly to effect solution then stir at room temperature under an argon atmosphere for 1 hour. Reflux for 6 hours, concentrate in vacuo to a volume of 3 mL and dilute to a volume of 15 mL with water. Wash with methylene chloride and acidify and aqueous phase with excess 2N hydrochloric acid. After 5 minutes, collect the resulting white precipitate by filtration a... The solvent is CO (methanol). Starting materials: C(C)(=O)OCC (ethyl acetate), Cl (Hydrogen chloride), C(CCC)N1C(=NC(=C1CC#N)C1=CC=CC=C1)C1=CC=CC=C1 ((3-butyl-2,5-diphenyl-3H-imidazol-4-yl)-acetonitrile), O (Water). The product is COC(CC=1N(C(=NC1C1=CC=CC=C1)C1=CC=CC=C1)CCCC)=O ((3-butyl-2,5-diphenyl-3H-imidazol-4-yl)-acetic acid methyl ester). Reaction conditions: temperature 80 celsius, time 30 minute. Procedure details: Hydrogen chloride gas is bubbled into solution of (3-butyl-2,5-diphenyl-3H-imidazol-4-yl)-acetonitrile (187) (640 mg, 2.03 mmol) in methanol (30 mL) at 0° C. for 10 minutes, followed by stirring for 30 minutes. Water (0.0365 ml, 2.03 mmol) is then added and the reaction refluxed at 80° C. for 2 hours. The methanol is then removed in vacuo, the reaction crude is dissolved in ethyl acetate (100 mL) and the organic layer is washed with saturated sodium bicarbonate (1×100 mL), brine (1×100 mL), and ... Reaction SMILES: Cl.[CH2:2]([N:6]1[C:10](CC#N)=[C:9]([C:14]2[CH:19]=[CH:18][CH:17]=[CH:16][CH:15]=2)[N:8]=[C:7]1[C:20]1[CH:25]=[CH:24][CH:23]=[CH:22][CH:21]=1)[CH2:3][CH2:4][CH3:5].O.[C:27]([O:30][CH2:31]C)(=[O:29])[CH3:28]>CO>[CH3:31][O:30][C:27](=[O:29])[CH2:28][C:10]1[N:6]([CH2:2][CH2:3][CH2:4][CH3:5])[C:7]([C:20]2[CH:21]=[CH:22][CH:23]=[CH:24][CH:25]=2)=[N:8][C:9]=1[C:14]1[CH:19]=[CH:18][CH:17]=[CH:16][CH:15]=1. The reactants are C[O-].[K+] (Potassium methoxide), COC(C(CC(=O)OC(C)(C)C)CC(C)C)=O (2-Isobutyl-succinic acid-4-t-butyl ester-1-methyl ester). Run in CO (methanol), CO (methanol). Conditions: time 10 minute. Product: C(C)(C)(C)OC(CC(C(=O)O)CC(C)C)=O (2-isobutyl-succinic acid-4-t-butyl ester). Yield: 44.7%. Reaction SMILES: C[O-].[K+].C[O:5][C:6](=[O:20])[CH:7]([CH2:16][CH:17]([CH3:19])[CH3:18])[CH2:8][C:9]([O:11][C:12]([CH3:15])([CH3:14])[CH3:13])=[O:10]>CO>[C:12]([O:11][C:9](=[O:10])[CH2:8][CH:7]([CH2:16][CH:17]([CH3:18])[CH3:19])[C:6]([OH:20])=[O:5])([CH3:15])([CH3:14])[CH3:13] |f:0.1|. Reported procedure: Potassium methoxide (0.15 g, 2.04 mmol) in methanol (3 mL) was added dropwise to a stirring solution of 2 (0.49 g, 2.04 mmol) in methanol (5 mL) at 0° C. After 10 minutes, the mixture was partitioned between ether (100 mL) and water (50 mL). The ether layer was washed with brine, dried (MgSO4) and the solvent was evaporated under reduced pressure. The residue was chromatographed (SiO2, pentane/ether, 98:2) to give the nitro-alkene 3 (0.21 g, 57%) as a pale yellow oil; Rf(heptane/ethyl acetate, 8... Reactants: C(C)C1=CC=C(C=C1)C1CC(CN(C1)C(=O)N1CCOCC1)C(=O)O (5-(4-Ethylphenyl)-1-(morpholin-4-ylcarbonyl)piperidine-3-carboxylic acid), OC1(C(C=CC=C1)C)C(N)=N (1-hydroxy-2-methylbenzenecarboximidamide). Yields the product C(C)C1=CC=C(C=C1)C1CN(CC(C1)C1=NC(=NO1)C1=C(C=CC=C1)C)C(=O)N1CCOCC1 (4-({3-(4-Ethylphenyl)-5-[3-(2-methylphenyl)-1,2,4-oxadiazol-5-yl]piperidin-1-yl}carbonyl)-morpholine). Reaction SMILES: [CH2:1]([C:3]1[CH:8]=[CH:7][C:6]([CH:9]2[CH2:14][N:13]([C:15]([N:17]3[CH2:22][CH2:21][O:20][CH2:19][CH2:18]3)=[O:16])[CH2:12][CH:11]([C:23](O)=[O:24])[CH2:10]2)=[CH:5][CH:4]=1)[CH3:2].O[C:27]1([C:34](=[NH:36])[NH2:35])[CH:32]=[CH:31][CH:30]=[CH:29][CH:28]1[CH3:33]>>[CH2:1]([C:3]1[CH:4]=[CH:5][C:6]([CH:9]2[CH2:10][CH:11]([C:23]3[O:24][N:36]=[C:34]([C:27]4[CH:32]=[CH:31][CH:30]=[CH:29][C:28]=4[CH3:33])[N:35]=3)[CH2:12][N:13]([C:15]([N:17]3[CH2:22][CH2:21][O:20][CH2:19][CH2:18]3)=[O:16])[CH2:14]2)=[CH:7][CH:8]=1)[CH3:2]. Reported procedure: 69 mg (0.20 mmol) of 5-(4-ethylphenyl)-1-(morpholin-4-ylcarbonyl)piperidine-3-carboxylic acid (Example 38A) and 33 mg (0.22 mmol, 1.1 eq.) of 1-hydroxy-2-methylbenzenecarboximidamide were reacted according to the General Method 1. Yield: 62 mg (68% of theory) Starting materials: CC(=O)OC(C)=O, CO, O=C(O)CC1CCNCC1. Yields the product CC(=O)N1CCC(CC(=O)O)CC1. RXN SMILES: [CH3:11][C:12](=[O:13])[O:14][C:15](=[O:16])[CH3:17].[CH3:18][OH:19].[NH:1]1[CH2:2][CH2:3][CH:4]([CH2:7][C:8](=[O:9])[OH:10])[CH2:5][CH2:6]1>>[N:1]1([C:12]([CH3:11])=[O:13])[CH2:2][CH2:3][CH:4]([CH2:7][C:8](=[O:9])[OH:10])[CH2:5][CH2:6]1. Starting materials: Cn1ncc(Br)c1-c1cc(C(=O)O)sc1Cl, CC(C)(C)OC(=O)NC(Cc1ccccc1C(F)(F)F)C(=O)O, CCN(C(C)C)C(C)C, ClC(Cl)Cl, NC(Cc1cccc(F)c1)CN1C(=O)c2ccccc2C1=O. As a reaction SMILES: [Br:1][c:2]1[cH:3][n:4][n:5]([CH3:16])[c:6]1-[c:7]1[cH:8][c:9]([C:13](=[O:14])[OH:15])[s:10][c:11]1[Cl:12].[CH3:39][C:40]([O:41][C:42]([NH:43][CH:44]([C:45]([OH:46])=[O:47])[CH2:48][c:49]1[cH:50][cH:51][cH:52][cH:53][c:54]1[C:55]([F:56])([F:57])[F:58])=[O:59])([CH3:60])[CH3:61].[CH:62]([N:63]([CH2:64][CH3:65])[CH:66]([CH3:67])[CH3:68])([CH3:69])[CH3:70].[CH:71]([Cl:72])([Cl:73])[Cl:74].[NH2:17][CH:18]([CH2:19][N:20]1[C:21](=[O:30])[c:22]2[cH:23][cH:24][cH:25][cH:26][c:27]2[C:28]1=[O:29])[CH2:31][c:32]1[cH:33][c:34]([F:38])[cH:35][cH:36][cH:37]1>>[Br:1][c:2]1[cH:3][n:4][n:5]([CH3:16])[c:6]1-[c:7]1[cH:8][c:9]([C:13](=[O:15])[NH:17][CH:18]([CH2:19][N:20]2[C:21](=[O:30])[c:22]3[cH:23][cH:24][cH:25][cH:26][c:27]3[C:28]2=[O:29])[CH2:31][c:32]2[cH:33][c:34]([F:38])[cH:35][cH:36][cH:37]2)[s:10][c:11]1[Cl:12]. Yields the product Cn1ncc(Br)c1-c1cc(C(=O)NC(Cc2cccc(F)c2)CN2C(=O)c3ccccc3C2=O)sc1Cl.